Dataset: the Open Reaction Database (ORD), a public repository of structured organic reaction records. Task: describe an organic reaction: reactants, conditions, products, and yield Reactants: BrC1=CC=C(OC2=CC=C(C=N2)C=O)C=C1 (6-(4-bromophenoxy)pyridine-3-carbaldehyde), FC(C1=C(C=C(C(=O)OC)C=C1)OS(=O)(=O)C(F)(F)F)(F)F (methyl 4-(trifluoromethyl)-3-{[(trifluoromethyl)sulfonyl]oxy}benzoate). Yields the product C1(CC1)C=1C=C(C(=O)OC)C=CC1C(F)(F)F (methyl 3-cyclopropyl-4-(trifluoromethyl)benzoate). As a reaction SMILES: BrC1C=CC(OC2N=C[C:10]([CH:13]=O)=[CH:9]C=2)=CC=1.[F:17][C:18]([F:38])([F:37])[C:19]1[CH:28]=[CH:27][C:22]([C:23]([O:25][CH3:26])=[O:24])=[CH:21][C:20]=1OS(C(F)(F)F)(=O)=O>>[CH:13]1([C:20]2[CH:21]=[C:22]([CH:27]=[CH:28][C:19]=2[C:18]([F:38])([F:37])[F:17])[C:23]([O:25][CH3:26])=[O:24])[CH2:10][CH2:9]1. Reported procedure: Instead of 6-(4-bromophenoxy)pyridine-3-carbaldehyde, methyl 4-(trifluoromethyl)-3-{[(trifluoromethyl)sulfonyl]oxy}benzoate (see WO 2007/129745) (2.21 g) was used and treated by the same technique as in Reference Example 13-37(2) to give methyl 3-cyclopropyl-4-(trifluoromethyl)benzoate as a colorless oil (1.42 g). Solvent: C1CCOC1 (THF), C1CCOC1 (THF). Product: N(=[N+]=[N-])C[C@H](O)C=1C=CC(=C(C1)NS(=O)(=O)C)Cl (N-[5-((1R)-2-Azido-1-hydroxy-ethyl)-2-chloro-phenyl]-methanesulfonamide). Procedure: R-2-Methyl-CBS-oxazaborolidine (1.0 M in THF, 2 mL, 2 mmol) in 50 mL of THF was added slowly to a stirred solution of borane-THF complex (1.0 M in THF, 12 mL, 12 mmol) at room temperature. The mixture was stirred for 30 minutes and then N-(5-bromoacetyl-2-chloro-phenyl)-methanesulfonamide (which was obtained in Example 24) (2.80 g, 8.6 mmol) in 50 mL of THF was added dropwise. Upon stirring over night hydrochloride (1.0 M solution in diethyl ether) was added until the pH was ˜1. After stirring f... Reaction conditions: time 30 minute. RXN SMILES: B.C1COCC1.Br[CH2:8][C:9]([C:11]1[CH:12]=[CH:13][C:14]([Cl:22])=[C:15]([NH:17][S:18]([CH3:21])(=[O:20])=[O:19])[CH:16]=1)=[O:10].Cl.[N-:24]=[N+:25]=[N-:26].[Na+].[I-].[Na+]>C1COCC1>[N:24]([CH2:8][C@@H:9]([C:11]1[CH:12]=[CH:13][C:14]([Cl:22])=[C:15]([NH:17][S:18]([CH3:21])(=[O:20])=[O:19])[CH:16]=1)[OH:10])=[N+:25]=[N-:26] |f:0.1,4.5,6.7|. The reactants are R-2-Methyl-CBS-oxazaborolidine, B.C1CCOC1 (borane THF), Cl (hydrochloride), BrCC(=O)C=1C=CC(=C(C1)NS(=O)(=O)C)Cl (N-(5-Bromoacetyl-2-chloro-phenyl)-methanesulfonamide), [N-]=[N+]=[N-].[Na+] (sodium azide), [I-].[Na+] (sodium iodide). The yield is 64.0%. Starting materials: Brc1ccc(C2(NCc3ccccc3)CC2)cc1, CC(C)=O, CCOCC, CI. Yields the product CN(Cc1ccccc1)C1(c2ccc(Br)cc2)CC1. RXN SMILES: [CH2:1]([c:2]1[cH:3][cH:4][cH:5][cH:6][cH:7]1)[NH:8][C:9]1([c:12]2[cH:13][cH:14][c:15]([Br:18])[cH:16][cH:17]2)[CH2:10][CH2:11]1.[CH3:21][C:22](=[O:23])[CH3:24].[CH3:25][CH2:26][O:27][CH2:28][CH3:29].[I:19][CH3:20]>>[CH2:1]([c:2]1[cH:3][cH:4][cH:5][cH:6][cH:7]1)[N:8]([C:9]1([c:12]2[cH:13][cH:14][c:15]([Br:18])[cH:16][cH:17]2)[CH2:10][CH2:11]1)[CH3:20]. Reactants: COc1ccc(CN2Cc3c(-c4nc(C5CC5)no4)ncn3-c3ccc(OC)cc3C2=O)c(OC)c1, ClCCl, O=C(O)C(F)(F)F, O=S(=O)(O)C(F)(F)F. Product: COc1ccc2c(c1)C(=O)NCc1c(-c3nc(C4CC4)no3)ncn1-2. RXN SMILES: [CH:1]1([c:4]2[n:5][o:6][c:7](-[c:9]3[n:10][cH:11][n:12]4[c:18]3[CH2:17][N:16]([CH2:19][c:20]3[cH:21][cH:22][c:23]([O:24][CH3:25])[cH:26][c:27]3[O:28][CH3:29])[C:15](=[O:30])[c:14]3[c:13]-4[cH:34][cH:33][c:32]([O:35][CH3:36])[cH:31]3)[n:8]2)[CH2:2][CH2:3]1.[Cl:52][CH2:53][Cl:54].[F:37][C:38]([F:39])([F:40])[C:41]([OH:42])=[O:43].[OH:44][S:45]([C:46]([F:47])([F:48])[F:49])(=[O:50])=[O:51]>>[CH:1]1([c:4]2[n:5][o:6][c:7](-[c:9]3[n:10][cH:11][n:12]4[c:18]3[CH2:17][NH:16][C:15](=[O:30])[c:14]3[c:13]-4[cH:34][cH:33][c:32]([O:35][CH3:36])[cH:31]3)[n:8]2)[CH2:2][CH2:3]1. Starting materials: O=C([O-])[O-], Cc1c(C)c2c(c(C)c1OCc1ccccc1)CCC(C)(C(=O)OCc1ccccc1)O2, CS(C)=O, ClCc1ccccc1, [K+], [K+], [Na+], [OH-], O, Cc1c(C)c2c(c(C)c1O)CCC(C)(C(=O)O)O2. The product is Cc1c(C)c2c(c(C)c1OCc1ccccc1)CCC(C)(C(=O)O)O2. Reaction SMILES: [C:19](=[O:20])([O-:21])[O-:22].[CH2:33]([c:34]1[cH:35][cH:36][cH:37][cH:38][cH:39]1)[O:40][C:41](=[O:42])[C:43]1([CH3:64])[O:44][c:45]2[c:46]([CH3:63])[c:47]([CH3:62])[c:48]([O:54][CH2:55][c:56]3[cH:57][cH:58][cH:59][cH:60][cH:61]3)[c:49]([CH3:53])[c:50]2[CH2:51][CH2:52]1.[CH3:68][S:69]([CH3:70])=[O:71].[Cl:25][CH2:26][c:27]1[cH:28][cH:29][cH:30][cH:31][cH:32]1.[K+:23].[K+:24].[Na+:66].[OH-:65].[OH2:67].[OH:1][c:2]1[c:3]([CH3:4])[c:5]2[c:6]([c:7]([CH3:8])[c:9]1[CH3:10])[O:11][C:12]([CH3:13])([C:14]([OH:15])=[O:16])[CH2:17][CH2:18]2>>[O:40]=[C:41]([OH:42])[C:43]1([CH3:64])[O:44][c:45]2[c:46]([CH3:63])[c:47]([CH3:62])[c:48]([O:54][CH2:55][c:56]3[cH:57][cH:58][cH:59][cH:60][cH:61]3)[c:49]([CH3:53])[c:50]2[CH2:51][CH2:52]1. Starting materials: FC(C(=O)O)(F)F.BrC=1C=C2CCOC3=CC=CC(NC4=C(C=NC(NC(C1)=C2)=N4)Cl)=C3 (19-bromo-6-chloro-14-oxa-2,4,8,23-tetraazatetracyclo[15.3.1.1(3,7).1(9,13)]tricosa-1(21),3(23),4,6,9(22),10,12,17,19-nonaene trifluoroacetate), CC1(OB(OC1(C)C)C1=CC(=NC=C1)N1CCN(CC1)C(=O)OC(C)(C)C)C (tert-butyl 4-[4-(4,4,5,5-tetramethyl-1,3,2-dioxaborolan-2-yl)pyridin-2-yl]piperazine-1-carboxylate), C([O-])([O-])=O.[Na+].[Na+] (sodium carbonate). The reagents and catalysts are C1=CC=C(C=C1)P(C2=CC=CC=C2)C3=CC=CC=C3.C1=CC=C(C=C1)P(C2=CC=CC=C2)C3=CC=CC=C3.C1=CC=C(C=C1)P(C2=CC=CC=C2)C3=CC=CC=C3.C1=CC=C(C=C1)P(C2=CC=CC=C2)C3=CC=CC=C3.[Pd] (tetrakis(triphenylphosphine)palladium(O)). Run in C1(=CC=CC=C1)C (toluene), C(C)O (ethanol). Reaction conditions: temperature 85 celsius, time 30 minute. Yields the product FC(C(=O)O)(F)F.FC(C(=O)O)(F)F.FC(C(=O)O)(F)F.ClC=1C=NC=2NC=3C=C(C=C(CCOC4=CC=CC(NC1N2)=C4)C3)C3=CC(=NC=C3)N3CCNCC3 (6-Chloro-19-(2-piperazin-1-ylpyridin-4-yl)-14-oxa-2,4,8,23-tetraazatetracyclo[15.3.1.1(3,7).1(9,13)]tricosa-1(21),3(23),4,6,9(22),10,12,17,19-nonaene tris(trifluoroacetate)). The yield is 40.8%. RXN SMILES: [F:1][C:2]([F:7])([F:6])[C:3]([OH:5])=[O:4].Br[C:9]1[CH:10]=[C:11]2[CH:29]=[C:27]([CH:28]=1)[NH:26][C:25]1=[N:30][C:21](=[C:22]([Cl:31])[CH:23]=[N:24]1)[NH:20][C:19]1=[CH:32][C:15](=[CH:16][CH:17]=[CH:18]1)[O:14][CH2:13][CH2:12]2.CC1(C)C(C)(C)OB([C:41]2[CH:46]=[CH:45][N:44]=[C:43]([N:47]3[CH2:52][CH2:51][N:50](C(OC(C)(C)C)=O)[CH2:49][CH2:48]3)[CH:42]=2)O1.C(=O)([O-])[O-].[Na+].[Na+]>C1(C)C=CC=CC=1.C(O)C.C1C=CC(P(C2C=CC=CC=2)C2C=CC=CC=2)=CC=1.C1C=CC(P(C2C=CC=CC=2)C2C=CC=CC=2)=CC=1.C1C=CC(P(C2C=CC=CC=2)C2C=CC=CC=2)=CC=1.C1C=CC(P(C2C=CC=CC=2)C2C=CC=CC=2)=CC=1.[Pd]>[F:1][C:2]([F:7])([F:6])[C:3]([OH:5])=[O:4].[F:1][C:2]([F:7])([F:6])[C:3]([OH:5])=[O:4].[F:1][C:2]([F:7])([F:6])[C:3]([OH:5])=[O:4].[Cl:31][C:22]1[CH:23]=[N:24][C:25]2[NH:26][C:27]3[CH:28]=[C:9]([C:41]4[CH:46]=[CH:45][N:44]=[C:43]([N:47]5[CH2:48][CH2:49][NH:50][CH2:51][CH2:52]5)[CH:42]=4)[CH:10]=[C:11]([CH:29]=3)[CH2:12][CH2:13][O:14][C:15]3[CH:32]=[C:19]([NH:20][C:21]=1[N:30]=2)[CH:18]=[CH:17][CH:16]=3 |f:0.1,3.4.5,8.9.10.11.12,13.14.15.16|. Procedure details: A solution of 19-bromo-6-chloro-14-oxa-2,4,8,23-tetraazatetracyclo[15.3.1.1(3,7).1(9,13)]tricosa-1(21),3(23),4,6,9(22),10,12,17,19-nonaene trifluoroacetate (40 mg, 96 μmol), tert-butyl 4-[4-(4,4,5,5-tetramethyl-1,3,2-dioxaborolan-2-yl)pyridin-2-yl]piperazine-1-carboxylate (45 mg, 0.12 mmol), and 2 M sodium carbonate (0.14 mL, 0.29 mmol) in toluene (0.36 mL) and ethanol (0.36 mL) was degassed with nitrogen, treated with tetrakis(triphenylphosphine)palladium(O) (8 mg, 6.7 μmol), and heated at 85° ... The reactants are C(C=CC1=CC=CC=C1)=O (cinnamaldehyde), C(C=CC1=CC=CC=C1)=O (cinnamaldehyde), CCCCCCCCCCCC (dodecane). Reagents/catalysts: catalyst. Solvent: C(C)(C)O (isopropyl alcohol), C(C)(C)O (isopropyl alcohol). The product is C=1C=CC(=CC1)/C=C/CO (Cinnamic alcohol). As a reaction SMILES: [CH:1](=[O:10])[CH:2]=[CH:3][C:4]1[CH:9]=[CH:8][CH:7]=[CH:6][CH:5]=1.CCCCCCCCCCCC>C(O)(C)C>[CH:7]1[CH:6]=[CH:5][C:4](/[CH:3]=[CH:2]/[CH2:1][OH:10])=[CH:9][CH:8]=1. Reported procedure: In a three-necked flask provided with reflux condenser and magnetic stirrer, 0.5 g (3.8 mmol) of cinnamaldehyde (trans-3-phenyl-2-propanol) and 12 g of isopropyl alcohol (for a starting material/catalyst ratio=1:1) or 1.5 g (11.3 mmol) of cinnamaldehyde and 36 g of isopropyl alcohol (starting material/catalyst=3:1) were refluxed under argon with 0.5 g of catalyst and 1.5 g of dodecane (as GC standard). After the end of the reaction time, the reaction mixture was analyzed by gas chromatography an... Reactants: Cc1cccc2c1NCC2, COc1ccc2c(Cl)ncnc2c1. The product is COc1ccc2c(N3CCc4cccc(C)c43)ncnc2c1. RXN SMILES: [CH3:1][c:2]1[cH:3][cH:4][cH:5][c:6]2[c:10]1[NH:9][CH2:8][CH2:7]2.[Cl:11][c:12]1[n:13][cH:14][n:15][c:16]2[cH:17][c:18]([O:22][CH3:23])[cH:19][cH:20][c:21]12>>[CH3:1][c:2]1[cH:3][cH:4][cH:5][c:6]2[c:10]1[N:9]([c:12]1[n:13][cH:14][n:15][c:16]3[cH:17][c:18]([O:22][CH3:23])[cH:19][cH:20][c:21]13)[CH2:8][CH2:7]2. Reactants: OC1=CC(OC(=C1)C)=O (4-hydroxy-6-methyl-2-pyrone), P(Br)(Br)Br (phosphorus tribromide), BrC1=CC(OC(=C1)C)=O (4-bromo-6-methyl-2-pyrone), FC(C(=O)O)(F)F (trifluoroacetic acid), C(CC(C)C)ON=O (isoamylnitrite), C(C=1C(N)=CC=CC1)(=O)O (anthranilic acid). The solvent is ethyleneglycol dimethylether(DME), COCCOC (DME), CCCCCC.C(C)OC(C)=O (n-Hexane ethylacetate). Product: BrC=1C=C(C2=CC=CC=C2C1)C (3-bromo-1-methyl-naphthalene). Isolated yield 68.0%. Reaction SMILES: [Br:1][C:2]1[CH:7]=[C:6]([CH3:8])O[C:4](=O)[CH:3]=1.O[C:11]1[CH:16]=[C:15](C)O[C:13](=O)[CH:12]=1.P(Br)(Br)Br.FC(F)(F)C(O)=O.C(ON=O)CC(C)C.C(O)(=O)C1C(=CC=CC=1)N>COCCOC.CCCCCC.C(OC(=O)C)C>[Br:1][C:2]1[CH:7]=[C:6]([CH3:8])[C:13]2[C:4]([CH:3]=1)=[CH:15][CH:16]=[CH:11][CH:12]=2 |f:7.8|. Reported procedure: A 250 ml three-neck round bottomed flask was equipped with a reflux condenser and two addition funnels. 430 mg(2.2 mmol) of 4-bromo-6-methyl-2-pyrone prepared according to the procedure described in a literature(see: M. Cervera, Tetrahedron, 46, 7885, 1990) from 4-hydroxy-6-methyl-2-pyrone and phosphorus tribromide was dissolved in 100 ml of ethyleneglycol dimethylether(DME), which was then introduced into the flask. Catalytic amount of trifluoroacetic acid was added and the resulting mixture wa... Starting materials: CCOCCC(C)(O)C=CC1CCC(=O)C1CCCCCCCO, CC(=O)OC(C)=O, O, c1ccncc1. Yields the product CCOCCC(C)(O)C=CC1CCC(=O)C1CCCCCCCOC(C)=O. RXN SMILES: [CH2:1]([CH3:2])[O:3][CH2:4][CH2:5][C:6]([CH:7]=[CH:8][CH:9]1[CH:10]([CH2:15][CH2:16][CH2:17][CH2:18][CH2:19][CH2:20][CH2:21][OH:22])[C:11](=[O:14])[CH2:12][CH2:13]1)([CH3:23])[OH:24].[CH3:25][C:26](=[O:27])[O:28][C:29](=[O:30])[CH3:31].[OH2:38].[cH:32]1[cH:33][cH:34][n:35][cH:36][cH:37]1>>[CH2:1]([CH3:2])[O:3][CH2:4][CH2:5][C:6]([CH:7]=[CH:8][CH:9]1[CH:10]([CH2:15][CH2:16][CH2:17][CH2:18][CH2:19][CH2:20][CH2:21][O:22][C:26]([CH3:25])=[O:27])[C:11](=[O:14])[CH2:12][CH2:13]1)([CH3:23])[OH:24].